This data is from the Open Reaction Database (ORD), a public repository of structured organic reaction records. The task is: describe an organic reaction: reactants, conditions, products, and yield Reactants: CN(C)C=O, Cn1c(=O)c2c(ncn2CCCCCCl)n(C)c1=O, N#C[K]. Product: Cn1c(=O)c2c(ncn2CCCCCC#N)n(C)c1=O. As a reaction SMILES: [CH3:23][N:24]([CH3:25])[CH:26]=[O:27].[Cl:1][CH2:2][CH2:3][CH2:4][CH2:5][CH2:6][n:7]1[cH:8][n:9][c:10]2[n:11]([CH3:19])[c:12](=[O:18])[n:13]([CH3:14])[c:15](=[O:17])[c:16]12.[K:20][C:21]#[N:22]>>[CH2:2]([CH2:3][CH2:4][CH2:5][CH2:6][n:7]1[cH:8][n:9][c:10]2[n:11]([CH3:19])[c:12](=[O:18])[n:13]([CH3:14])[c:15](=[O:17])[c:16]12)[C:21]#[N:22]. Reactants: CN1CCCC1=O, ClC(Cl)Cl, NCc1ccccc1, Nc1cc(F)ncc1F. Yields the product Nc1cc(NCc2ccccc2)ncc1F. Reaction SMILES: [CH3:1][N:2]1[CH2:3][CH2:4][CH2:5][C:6]1=[O:7].[CH:25]([Cl:26])([Cl:27])[Cl:28].[NH2:17][CH2:18][c:19]1[cH:20][cH:21][cH:22][cH:23][cH:24]1.[NH2:8][c:9]1[cH:10][c:11]([F:16])[n:12][cH:13][c:14]1[F:15]>>[NH2:8][c:9]1[cH:10][c:11]([NH:17][CH2:18][c:19]2[cH:20][cH:21][cH:22][cH:23][cH:24]2)[n:12][cH:13][c:14]1[F:15].